From a dataset of the Open Reaction Database (ORD), a public repository of structured organic reaction records. describe an organic reaction: reactants, conditions, products, and yield Reactants: C(C)(C)(C)OC(N\C(=N/C(OC(C)(C)C)=O)\NC1=CC(=NC=C1)Cl)=O (di-tert-butyl{(Z)-[(2-chloropyridin-4-yl)amino]methylylidene}biscarbamate), FC(C(=O)O)(F)F (trifluoroacetic acid). Solvent: ClCCl (dichloromethane). Run at time 2 day. Product: FC(C(=O)O)(F)F.FC(C(=O)O)(F)F.ClC1=NC=CC(=C1)NC(=N)N (1-(2-chloropyridin-4-yl)guanidine bis(trifluoroacetate)). The yield is 110.8%. Reaction SMILES: C(OC(=O)[NH:7]/[C:8](/[NH:17][C:18]1[CH:23]=[CH:22][N:21]=[C:20]([Cl:24])[CH:19]=1)=[N:9]\C(=O)OC(C)(C)C)(C)(C)C.[F:26][C:27]([F:32])([F:31])[C:28]([OH:30])=[O:29]>ClCCl>[F:26][C:27]([F:32])([F:31])[C:28]([OH:30])=[O:29].[F:26][C:27]([F:32])([F:31])[C:28]([OH:30])=[O:29].[Cl:24][C:20]1[CH:19]=[C:18]([NH:17][C:8]([NH2:9])=[NH:7])[CH:23]=[CH:22][N:21]=1 |f:3.4.5|. Procedure: To a solution of 43.67 g (0.117 mol) of di-tert-butyl{(Z)-[(2-chloropyridin-4-yl)amino]methylylidene}biscarbamate in dichloromethane (800 ml) at room temperature were added 81.64 ml of trifluoroacetic acid (1.06 mol). The reaction mixture was stirred at room temperature for 2 days, concentrated in vacuo, triturated with 100 ml of pentane, and upon standing crystallized to yield 51.68 g of 1-(2-chloropyridin-4-yl)guanidine bis(trifluoroacetate) (yield=99%). The reactants are O=C1C(Br)CCN1c1cccc(C(F)(F)F)c1, O=C([O-])[O-], [K+], [K+], CSc1nc(N)nc(S)c1C#N, CN(C)C=O. Product: CSc1nc(N)nc(SC2CCN(c3cccc(C(F)(F)F)c3)C2=O)c1C#N. Reaction SMILES: [Br:1][CH:2]1[C:3](=[O:17])[N:4]([c:7]2[cH:8][c:9]([C:13]([F:14])([F:15])[F:16])[cH:10][cH:11][cH:12]2)[CH2:5][CH2:6]1.[C:30](=[O:31])([O-:32])[O-:33].[K+:34].[K+:35].[NH2:18][c:19]1[n:20][c:21]([S:28][CH3:29])[c:22]([C:26]#[N:27])[c:23]([SH:25])[n:24]1.[O:36]=[CH:37][N:38]([CH3:39])[CH3:40]>>[CH:2]1([S:25][c:23]2[c:22]([C:26]#[N:27])[c:21]([S:28][CH3:29])[n:20][c:19]([NH2:18])[n:24]2)[C:3](=[O:17])[N:4]([c:7]2[cH:8][c:9]([C:13]([F:14])([F:15])[F:16])[cH:10][cH:11][cH:12]2)[CH2:5][CH2:6]1. Reactants: CC(=O)O[BH-](OC(C)=O)OC(C)=O, CN1CCC(N)CC1, CC(=O)O, ClCCCl, ClCCl, [Na+], O=Cc1cc(-c2ccc3c(c2)oc(=O)n3C(c2ccccc2)(c2ccccc2)c2ccccc2)co1. Yields the product CN1CCC(NCc2cc(-c3ccc4c(c3)oc(=O)n4C(c3ccccc3)(c3ccccc3)c3ccccc3)co2)CC1. RXN SMILES: [C:1]([O:2][BH-:3]([O:4][C:5](=[O:6])[CH3:7])[O:8][C:9](=[O:10])[CH3:11])(=[O:12])[CH3:13].[CH3:51][N:52]1[CH2:53][CH2:54][CH:55]([NH2:58])[CH2:56][CH2:57]1.[CH3:59][C:60](=[O:61])[OH:62].[Cl:63][CH2:64][CH2:65][Cl:66].[Cl:67][CH2:68][Cl:69].[Na+:14].[O:15]=[c:16]1[o:17][c:18]2[c:19]([n:20]1[C:21]([c:22]1[cH:23][cH:24][cH:25][cH:26][cH:27]1)([c:28]1[cH:29][cH:30][cH:31][cH:32][cH:33]1)[c:34]1[cH:35][cH:36][cH:37][cH:38][cH:39]1)[cH:40][cH:41][c:42](-[c:44]1[cH:45][c:46]([CH:49]=[O:50])[o:47][cH:48]1)[cH:43]2>>[O:15]=[c:16]1[o:17][c:18]2[c:19]([n:20]1[C:21]([c:22]1[cH:23][cH:24][cH:25][cH:26][cH:27]1)([c:28]1[cH:29][cH:30][cH:31][cH:32][cH:33]1)[c:34]1[cH:35][cH:36][cH:37][cH:38][cH:39]1)[cH:40][cH:41][c:42](-[c:44]1[cH:45][c:46]([CH2:49][NH:58][CH:55]3[CH2:54][CH2:53][N:52]([CH3:51])[CH2:57][CH2:56]3)[o:47][cH:48]1)[cH:43]2. Starting materials: [Si](C1=CC=CC=C1)(C1=CC=CC=C1)(C(C)(C)C)OCCCCCC#CCCCCOC1OCCCC1 (1-(tert-butyldiphenylsilyloxy)-11-(tetrahydro-2H-pyran-2-yloxy)undec-6-yne), CC1=CC=C(C=C1)S(=O)(=O)[O-].C1=CC=[NH+]C=C1 (PPTS). Yields the product [Si](C1=CC=CC=C1)(C1=CC=CC=C1)(C(C)(C)C)OCCCCCC#CCCCCO (11-(tert-Butyldiphenylsilyloxy)undec-5-yn-1-ol). Yield: 72.0%. RXN SMILES: [Si:1]([O:18][CH2:19][CH2:20][CH2:21][CH2:22][CH2:23][C:24]#[C:25][CH2:26][CH2:27][CH2:28][CH2:29][O:30]C1CCCCO1)([C:14]([CH3:17])([CH3:16])[CH3:15])([C:8]1[CH:13]=[CH:12][CH:11]=[CH:10][CH:9]=1)[C:2]1[CH:7]=[CH:6][CH:5]=[CH:4][CH:3]=1.CC1C=CC(S([O-])(=O)=O)=CC=1.C1C=C[NH+]=CC=1>>[Si:1]([O:18][CH2:19][CH2:20][CH2:21][CH2:22][CH2:23][C:24]#[C:25][CH2:26][CH2:27][CH2:28][CH2:29][OH:30])([C:14]([CH3:16])([CH3:17])[CH3:15])([C:8]1[CH:9]=[CH:10][CH:11]=[CH:12][CH:13]=1)[C:2]1[CH:3]=[CH:4][CH:5]=[CH:6][CH:7]=1 |f:1.2|. Procedure: Following the procedure reported to prepare analog 25, 1-(tert-butyldiphenylsilyloxy)-11-(tetrahydro-2H-pyran-2-yloxy)undec-6-yne was cleaved with a catalytic amount of PPTS to give the title compound (72%) as a colorless liquid. TLC:EtOAc/hexanes (3:7), Rf˜0.43; 1H NMR (300 MHz) δ 7.64-7.68 (m, 4H), 7.34-7.42 (m, 6H), 3.62 (t, J=5.6 Hz, 4H), 2.06-2.22 (m, 4H), 1.64-1.50 (m, 10H), 1.04 (s, 9H); 13C NMR (100 MHz) δ 135.82, 134.33, 129.77, 127.84, 80.77, 80.11, 64.06, 62.69, 32.35, 32.10, 29.10, 2... Starting materials: COC(=O)C(Cc1cc(Cl)c2[nH]ncc2c1CO)OC(=O)c1ccccc1, CS(=O)(=O)Cl, CCN(C(C)C)C(C)C, ClCCl. Yields the product COC(=O)C(Cc1cc(Cl)c2[nH]ncc2c1CCl)OC(=O)c1ccccc1. Reaction SMILES: [C:1]([c:2]1[cH:3][cH:4][cH:5][cH:6][cH:7]1)(=[O:8])[O:9][CH:10]([C:11](=[O:12])[O:13][CH3:14])[CH2:15][c:16]1[c:17]([CH2:26][OH:27])[c:18]2[cH:19][n:20][nH:21][c:22]2[c:23]([Cl:25])[cH:24]1.[CH3:40][S:41](=[O:42])(=[O:43])[Cl:44].[CH:31]([N:32]([CH:33]([CH3:34])[CH3:35])[CH2:36][CH3:37])([CH3:38])[CH3:39].[Cl:28][CH2:29][Cl:30]>>[C:1]([c:2]1[cH:3][cH:4][cH:5][cH:6][cH:7]1)(=[O:8])[O:9][CH:10]([C:11](=[O:12])[O:13][CH3:14])[CH2:15][c:16]1[c:17]([CH2:26][Cl:28])[c:18]2[cH:19][n:20][nH:21][c:22]2[c:23]([Cl:25])[cH:24]1. Starting materials: CCOC(=O)c1ccc(C#Cc2cc(C3CC3)c3c(c2)C(C)(C)CC(C)(C)O3)cc1, CO, CC#N, [Na+], [OH-], O. The product is CC1(C)CC(C)(C)c2cc(C#Cc3ccc(C(=O)O)cc3)cc(C3CC3)c2O1. Reaction SMILES: [CH2:1]([CH3:2])[O:3][C:4]([c:5]1[cH:6][cH:7][c:8]([C:11]#[C:12][c:13]2[cH:14][c:15]3[c:20]([c:21]([CH:23]4[CH2:24][CH2:25]4)[cH:22]2)[O:19][C:18]([CH3:26])([CH3:27])[CH2:17][C:16]3([CH3:28])[CH3:29])[cH:9][cH:10]1)=[O:30].[CH3:31][OH:32].[CH3:36][C:37]#[N:38].[Na+:34].[OH-:33].[OH2:35]>>[O:3]=[C:4]([c:5]1[cH:6][cH:7][c:8]([C:11]#[C:12][c:13]2[cH:14][c:15]3[c:20]([c:21]([CH:23]4[CH2:24][CH2:25]4)[cH:22]2)[O:19][C:18]([CH3:26])([CH3:27])[CH2:17][C:16]3([CH3:28])[CH3:29])[cH:9][cH:10]1)[OH:30]. Starting materials: S=C(Cl)Cl, ClCCl, [Na+], [OH-], NCCCCCCCCc1cccs1. Yields the product S=C=NCCCCCCCCc1cccs1. Reaction SMILES: [Cl:15][C:16]([Cl:17])=[S:18].[Cl:19][CH2:20][Cl:21].[Na+:23].[OH-:22].[s:1]1[c:2]([CH2:6][CH2:7][CH2:8][CH2:9][CH2:10][CH2:11][CH2:12][CH2:13][NH2:14])[cH:3][cH:4][cH:5]1>>[s:1]1[c:2]([CH2:6][CH2:7][CH2:8][CH2:9][CH2:10][CH2:11][CH2:12][CH2:13][N:14]=[C:16]=[S:18])[cH:3][cH:4][cH:5]1.